This data is from the Open Reaction Database (ORD), a public repository of structured organic reaction records. The task is: describe an organic reaction: reactants, conditions, products, and yield Starting materials: CN1N=CC(=C1C(F)(F)F)[C@H](C)N[S@](=O)C(C)(C)C ((R)-N-((S)-1-(1-methyl-5-(trifluoromethyl)-1H-pyrazol-4-yl)ethyl)-2-methylpropane-2-sulfinamide), Cl (HCl). The solvent is O1CCOCC1 (dioxane). Conditions: time 8 hour. Yields the product Cl.Cl.CN1N=CC(=C1C(F)(F)F)[C@H](C)N ((S)-1-(1-methyl-5-(trifluoromethyl)-1H-pyrazol-4-yl)ethanamine Dihydrochloride). RXN SMILES: [CH3:1][N:2]1[C:6]([C:7]([F:10])([F:9])[F:8])=[C:5]([C@@H:11]([NH:13][S@@](C(C)(C)C)=O)[CH3:12])[CH:4]=[N:3]1.[ClH:20]>O1CCOCC1>[ClH:20].[ClH:20].[CH3:1][N:2]1[C:6]([C:7]([F:8])([F:9])[F:10])=[C:5]([C@@H:11]([NH2:13])[CH3:12])[CH:4]=[N:3]1 |f:3.4.5|. Reported procedure: (R)-N-((S)-1-(1-methyl-5-(trifluoromethyl)-1H-pyrazol-4-yl)ethyl)-2-methylpropane-2-sulfinamide (0.66 g, 0.0022 mole) was dissolved in HCl in dioxane (4M, 12 ml) and the solution stirred at RT overnight under nitrogen. The solution was evaporated and the residue suspended in ether and the white solid filtered off under a blanket of nitrogen. Yield 420 mg, 71% (hygroscopic). 1H NMR (400 MHz CD30D) δ 7.73 (s, 1H) 4.67, 4.65, 4.63, 4.62 (q, 1H) 4.02 (s, 3H) 1.62, 1.60 (d, 3H). MS (ESI) m/z 194 (M+H... Starting materials: CCN=C=NCCCN(C)C, CCOC(=O)C1CCOc2cc(Oc3ccc(C(=O)O)cc3)c(Cl)cc21, NCc1ccc(Cl)c(Cl)c1, ClCCl, Cl, On1nnc2cccnc21. Yields the product CCOC(=O)C1CCOc2cc(Oc3ccc(C(=O)NCc4ccc(Cl)c(Cl)c4)cc3)c(Cl)cc21. As a reaction SMILES: [CH3:38][N:39]([CH3:40])[CH2:41][CH2:42][CH2:43][N:44]=[C:45]=[N:46][CH2:47][CH3:48].[Cl:1][c:2]1[cH:3][c:4]2[c:9]([cH:10][c:11]1[O:12][c:13]1[cH:14][cH:15][c:16]([C:17](=[O:18])[OH:19])[cH:20][cH:21]1)[O:8][CH2:7][CH2:6][CH:5]2[C:22](=[O:23])[O:24][CH2:25][CH3:26].[Cl:27][c:28]1[cH:29][c:30]([CH2:31][NH2:32])[cH:33][cH:34][c:35]1[Cl:36].[Cl:59][CH2:60][Cl:61].[ClH:37].[OH:49][n:50]1[c:51]2[n:52][cH:53][cH:54][cH:55][c:56]2[n:57][n:58]1>>[Cl:1][c:2]1[cH:3][c:4]2[c:9]([cH:10][c:11]1[O:12][c:13]1[cH:14][cH:15][c:16]([C:17](=[O:18])[NH:32][CH2:31][c:30]3[cH:29][c:28]([Cl:27])[c:35]([Cl:36])[cH:34][cH:33]3)[cH:20][cH:21]1)[O:8][CH2:7][CH2:6][CH:5]2[C:22](=[O:23])[O:24][CH2:25][CH3:26]. The reactants are CS(=O)(=O)OC[C@@H](NC(=O)OC(C)(C)C)CCCNC(=O)OCC1=CC=CC=C1 (Nα-Boc-Nδ-Cbz-ornithinol methanesulfonate), [I-].[Na+] (sodium iodide), SC=1SC2=C(N1)C=CC=C2 (2-mercaptobenzothiazole), C(C)(C)N(CC)C(C)C (diisopropylethylamine). The solvent is CN(C=O)C (dimethylformamide), C(C)(=O)OCC (ethyl acetate). Product: S1C(=NC2=C1C=CC=C2)SC([C@@H](NC(=O)OC(C)(C)C)CCCNC(=O)OCC2=CC=CC=C2)=O (Nα-Boc-Nδ-Cbz-Ornithinyl 2-Benzothiazolyl Thioether). Isolated yield 41.7%. RXN SMILES: CS([O:5][CH2:6][C@H:7]([CH2:16][CH2:17][CH2:18][NH:19][C:20]([O:22][CH2:23][C:24]1[CH:29]=[CH:28][CH:27]=[CH:26][CH:25]=1)=[O:21])[NH:8][C:9]([O:11][C:12]([CH3:15])([CH3:14])[CH3:13])=[O:10])(=O)=O.[I-].[Na+].[SH:32][C:33]1[S:34][C:35]2[CH:41]=[CH:40][CH:39]=[CH:38][C:36]=2[N:37]=1.C(N(C(C)C)CC)(C)C>C(OCC)(=O)C.CN(C)C=O>[S:34]1[C:35]2[CH:41]=[CH:40][CH:39]=[CH:38][C:36]=2[N:37]=[C:33]1[S:32][C:6](=[O:5])[C@H:7]([CH2:16][CH2:17][CH2:18][NH:19][C:20]([O:22][CH2:23][C:24]1[CH:25]=[CH:26][CH:27]=[CH:28][CH:29]=1)=[O:21])[NH:8][C:9]([O:11][C:12]([CH3:13])([CH3:14])[CH3:15])=[O:10] |f:1.2|. Procedure details: A solution of Nα-Boc-Nδ-Cbz-ornithinol methanesulfonate (100 mg), sodium iodide (70 mg), dimethylformamide (2.5 ml), 2-mercaptobenzothiazole (70 mg) and diisopropylethylamine (85 μl) was stirred at 70° C. for 12 h. After cooling to ambient temperature, the reaction mixture was poured into ethyl acetate and worked up. The crude material was chromatographed over silica gel (20 to 50 % ethyl acetate/hexane) to afford titled product (50 mg) as a white solid: 1H NMR (400 MHz, CDCl3) δ1.39 (s, 9H), 1.... Reactants: BrC1=CC(=C(C=N1)N)C=1C(=NC=CC1)F (6′-bromo-2-fluoro-[3,4′]bipyridinyl-3′-ylamine), C[Si](C)(C)[N-][Si](C)(C)C.[Na+] (sodium bis-(trimethylsilyl)amide), [F-].[K+] (potassium fluoride). Solvent: C1CCOC1 (THF). Conditions: time 2.5 hour. Yields the product BrC1=CC=2C3=C(NC2C=N1)N=CC=C3 (6-Bromo-9H-dipyrido[2,3-b;4′,3′-d]pyrrole). Yield: 74.9%. As a reaction SMILES: [Br:1][C:2]1[N:7]=[CH:6][C:5]([NH2:8])=[C:4]([C:9]2[C:10](F)=[N:11][CH:12]=[CH:13][CH:14]=2)[CH:3]=1.C[Si]([N-][Si](C)(C)C)(C)C.[Na+].[F-].[K+]>C1COCC1>[Br:1][C:2]1[N:7]=[CH:6][C:5]2[NH:8][C:10]3[N:11]=[CH:12][CH:13]=[CH:14][C:9]=3[C:4]=2[CH:3]=1 |f:1.2,3.4|. Procedure details: A solution of 6′-bromo-2-fluoro-[3,4′]bipyridinyl-3′-ylamine (7.22 g, 26.9 mmol) in THF (75 mL) was added dropwise over 10 minutes to sodium bis-(trimethylsilyl)amide (1N solution in THF, 54 mL, 53.9 mmol). The reaction mixture was left to stir for 2.5 h then 1N aqueous potassium fluoride solution (7 mL) was added and the solvent evaporated in vacuo. The residue was diluted with water (100 mL) and the resultant solid was collected by filtration, washed with water (20 mL) and diethyl ether:pentan... Starting materials: C=CC, Cc1ccccc1C. Yields the product Cc1ccc(C(C)C)cc1C. As a reaction SMILES: [CH3:1][CH:2]=[CH2:3].[CH3:4][c:5]1[cH:6][cH:7][cH:8][cH:9][c:10]1[CH3:11]>>[CH3:1][CH:2]([CH3:3])[c:8]1[cH:7][cH:6][c:5]([CH3:4])[c:10]([CH3:11])[cH:9]1. Reactants: CO, CCOC(=O)C(C)(C)c1ccc(CCNC(=O)c2ccc(Cl)cc2)cc1, [K+], [OH-]. Product: CC(C)(C(=O)O)c1ccc(CCNC(=O)c2ccc(Cl)cc2)cc1. Reaction SMILES: [CH3:29][OH:30].[Cl:1][c:2]1[cH:3][cH:4][c:5]([C:6](=[O:7])[NH:8][CH2:9][CH2:10][c:11]2[cH:12][cH:13][c:14]([C:17]([C:18](=[O:19])[O:20][CH2:21][CH3:22])([CH3:23])[CH3:24])[cH:15][cH:16]2)[cH:25][cH:26]1.[K+:28].[OH-:27]>>[Cl:1][c:2]1[cH:3][cH:4][c:5]([C:6](=[O:7])[NH:8][CH2:9][CH2:10][c:11]2[cH:12][cH:13][c:14]([C:17]([C:18](=[O:19])[OH:20])([CH3:23])[CH3:24])[cH:15][cH:16]2)[cH:25][cH:26]1. Yield: 80.0%. Reaction SMILES: [CH2:1]([C@H:8]1[NH:23][C:22](=[O:24])[CH2:21][C@@H:20](/[CH:25]=[CH:26]/[CH2:27][CH2:28][S:29]C(C2C=CC=CC=2)(C2C=CC=CC=2)C2C=CC=CC=2)[O:19][C:18](=[O:49])[CH2:17][NH:16][C:15](=[O:50])[C@@H:14]([CH:51]([CH3:53])[CH3:52])[NH:13][C:12](=[O:54])[C@@H:11]([CH2:55][S:56]C(C2C=CC=CC=2)(C2C=CC=CC=2)C2C=CC=CC=2)[NH:10][C:9]1=[O:76])[C:2]1[CH:7]=[CH:6][CH:5]=[CH:4][CH:3]=1>C(Cl)Cl.CO>[CH2:1]([C@@H:8]1[C:9](=[O:76])[NH:10][C@@H:11]2[CH2:55][S:56][S:29][CH2:28][CH2:27][CH:26]=[CH:25][C@@H:20]([O:19][C:18](=[O:49])[CH2:17][NH:16][C:15](=[O:50])[C@@H:14]([CH:51]([CH3:53])[CH3:52])[NH:13][C:12]2=[O:54])[CH2:21][C:22](=[O:24])[NH:23]1)[C:2]1[CH:7]=[CH:6][CH:5]=[CH:4][CH:3]=1 |f:1.2|. The reactants are 12, C(C1=CC=CC=C1)[C@@H]1C(N[C@@H](C(N[C@@H](C(NCC(O[C@@H](CC(N1)=O)\C=C\CCSC(C1=CC=CC=C1)(C1=CC=CC=C1)C1=CC=CC=C1)=O)=O)C(C)C)=O)CSC(C1=CC=CC=C1)(C1=CC=CC=C1)C1=CC=CC=C1)=O ((6R,9S,12R,16S)-12-benzyl-6-isopropyl-16-((E)-4-tritylsulfanyl-but-1-enyl)-9-tritylsulfanylmethyl-1-oxa-4,7,10,13-tetraaza-cyclohexadecane-2,5,8,11,14-pentaone). Procedure: To a vigorously stirred solution of 12 (254 mg, 1.0 mmol) in CH2Cl2/MeOH (9:1, 230 mL) was added dropwise a solution of bis-trityl 8B (105 mg, 0.10 mmol) over 30 minutes. After a further 30 min the reaction was quenched by the addition of sodium thiosulfate (0.05M, 100 mL) followed by brine (10 mL). The organic phase was separated and the aqueous phase extracted with CH2Cl2 (3×15 mL). The combined organic phase was dried (MgSO4), filtered, and concentrated in vacuo to give a white solid. Purific... The solvent is C(Cl)Cl.CO (CH2Cl2 MeOH). Product: C(C1=CC=CC=C1)[C@H]1NC(C[C@@H]/2OC(CNC([C@H](NC([C@@H](CSSCC\C=C2)NC1=O)=O)C(C)C)=O)=O)=O ((E)-(1S,7R,10S,21R)-21-benzyl-7-isopropyl-2-oxa-12,13-dithia-5,8,20,23-tetraaza-bicyclo[8.7.6]tricos-16-ene-3,6,9,19,22-pentaone). Reactants: O=c1ccc(Br)c[nH]1, O=C([O-])[O-], CI, CC(=O)OI1(OC(C)=O)(OC(C)=O)OC(=O)c2ccccc21, CCOC(C)=O, [Cs+], [Cs+]. Yields the product Cn1cc(Br)ccc1=O. Reaction SMILES: [Br:1][c:2]1[cH:3][nH:4][c:5](=[O:8])[cH:6][cH:7]1.[C:9](=[O:10])([O-:11])[O-:12].[CH3:15][I:16].[CH3:17][C:18]([O:19][I:20]1([O:30][C:31]([CH3:32])=[O:33])([O:34][C:35]([CH3:36])=[O:37])[c:21]2[c:22]([cH:23][cH:24][cH:25][cH:26]2)[C:27](=[O:28])[O:29]1)=[O:38].[CH3:39][CH2:40][O:41][C:42](=[O:43])[CH3:44].[Cs+:13].[Cs+:14]>>[Br:1][c:2]1[cH:3][n:4]([CH3:9])[c:5](=[O:8])[cH:6][cH:7]1.